Dataset: the Open Reaction Database (ORD), a public repository of structured organic reaction records. Task: describe an organic reaction: reactants, conditions, products, and yield Reactants: CCO, CC(=O)Nc1cc2c(cc1[N+](=O)[O-])CCC2, O. Product: Nc1cc2c(cc1[N+](=O)[O-])CCC2. As a reaction SMILES: [CH3:17][CH2:18][OH:19].[N+:1](=[O:2])([O-:3])[c:4]1[c:5]([NH:13][C:14](=[O:15])[CH3:16])[cH:6][c:7]2[c:11]([cH:12]1)[CH2:10][CH2:9][CH2:8]2.[OH2:20]>>[N+:1](=[O:2])([O-:3])[c:4]1[c:5]([NH2:13])[cH:6][c:7]2[c:11]([cH:12]1)[CH2:10][CH2:9][CH2:8]2.